describe an organic reaction: reactants, conditions, products, and yield From a dataset of the Open Reaction Database (ORD), a public repository of structured organic reaction records. Starting materials: CO, Cc1nc(C2OC(CO)C(O)C2O)c(N)nc1OCc1ccccc1. Product: Cc1nc(C2OC(CO)C(O)C2O)c(N)[nH]c1=O. RXN SMILES: [CH3:26][OH:27].[NH2:1][c:2]1[c:3]([CH:17]2[CH:18]([OH:19])[CH:20]([OH:21])[CH:22]([CH2:24][OH:25])[O:23]2)[n:4][c:5]([CH3:16])[c:6]([O:8][CH2:9][c:10]2[cH:11][cH:12][cH:13][cH:14][cH:15]2)[n:7]1>>[NH2:1][c:2]1[c:3]([CH:17]2[CH:18]([OH:19])[CH:20]([OH:21])[CH:22]([CH2:24][OH:25])[O:23]2)[n:4][c:5]([CH3:16])[c:6](=[O:8])[nH:7]1. Reactants: COC1CCC(C(=O)O)CC1, CC#N, CN(C)C=O, CN1CCOCC1, O=C(Cl)C(=O)Cl, ClCCl, NC(=O)C[SiH3]. Product: COC1CCC(C(=O)Cl)CC1. RXN SMILES: [CH3:13][O:14][CH:15]1[CH2:16][CH2:17][CH:18]([C:21](=[O:22])[OH:23])[CH2:19][CH2:20]1.[CH3:30][C:31]#[N:32].[CH3:36][N:37]([CH3:38])[CH:39]=[O:40].[CH3:6][N:7]1[CH2:8][CH2:9][O:10][CH2:11][CH2:12]1.[Cl:24][C:25]([C:26]([Cl:27])=[O:28])=[O:29].[Cl:33][CH2:34][Cl:35].[SiH3:1][CH2:2][C:3]([NH2:4])=[O:5]>>[CH3:13][O:14][CH:15]1[CH2:16][CH2:17][CH:18]([C:21](=[O:23])[Cl:24])[CH2:19][CH2:20]1.